Dataset: the Open Reaction Database (ORD), a public repository of structured organic reaction records. Task: describe an organic reaction: reactants, conditions, products, and yield Starting materials: [H-].[Na+] (sodium hydride), C(CC#C)O (3-butyn-1-ol), ClCC(=O)N1CC2=C(N=C(N=C2)NC2CC3=CC=CC=C3C2)CC1 (2-chloro-1-[2-(2,3-dihydro-1H-inden-2-ylamino)-7,8-dihydropyrido[4,3-d]pyrimidin-6(5H)-yl]ethanone), C([O-])(O)=O.[Na+] (sodium bicarbonate). The solvent is O1CCCC1 (tetrahydrofuran), O1CCCC1 (tetrahydrofuran). Conditions: temperature 23 celsius, time 20 minute. Yields the product C(CC#C)OCC(=O)N1CC2=C(N=C(N=C2)NC2CC3=CC=CC=C3C2)CC1 (2-(but-3-yn-1-yloxy)-1-[2-(2,3-dihydro-1H-inden-2-ylamino)-7,8-dihydropyrido[4,3-d]pyrimidin-6(5H)-yl]ethanone). The yield is 76.6%. Reaction SMILES: [H-].[Na+].[CH2:3]([OH:7])[CH2:4][C:5]#[CH:6].Cl[CH2:9][C:10]([N:12]1[CH2:31][CH2:30][C:15]2[N:16]=[C:17]([NH:20][CH:21]3[CH2:29][C:28]4[C:23](=[CH:24][CH:25]=[CH:26][CH:27]=4)[CH2:22]3)[N:18]=[CH:19][C:14]=2[CH2:13]1)=[O:11].C(=O)(O)[O-].[Na+]>O1CCCC1>[CH2:3]([O:7][CH2:9][C:10]([N:12]1[CH2:31][CH2:30][C:15]2[N:16]=[C:17]([NH:20][CH:21]3[CH2:22][C:23]4[C:28](=[CH:27][CH:26]=[CH:25][CH:24]=4)[CH2:29]3)[N:18]=[CH:19][C:14]=2[CH2:13]1)=[O:11])[CH2:4][C:5]#[CH:6] |f:0.1,4.5|. Procedure details: To sodium hydride (60 wt % in mineral oil, 1.58 g, 39.6 mmol) in tetrahydrofuran (50 mL) at 23° C., add 3-butyn-1-ol (7.93 g, 8.59 mL, 113.2 mmol) dropwise, then stir at 23° C. for 20 minutes. Add this solution to 2-chloro-1-[2-(2,3-dihydro-1H-inden-2-ylamino)-7,8-dihydropyrido[4,3-d]pyrimidin-6(5H)-yl]ethanone (9.70 g, 28.3 mmol) in tetrahydrofuran (150 mL) at 23° C. and stir for one hour. Pour the reaction mixture into 50% saturated aqueous sodium bicarbonate solution. Separate the organic lay... Starting materials: NN1C(C2=CC=CC=C2C(=N1)N1CCOCC1)=O (2-amino-4-morpholinophthalazin-1(2H)-one), O1CC(CC1)CC(=O)O (2-(tetrahydrofuran-3-yl)acetic acid). Yields the product N1(CCOCC1)C1=NN(C(C2=CC=CC=C12)=O)NC(CC1COCC1)=O (N-[4-(morpholin-4-yl)-1-oxophthalazin-2(1H)-yl]-2-(tetrahydrofuran-3-yl)acetamide). Reaction SMILES: [NH2:1][N:2]1[N:11]=[C:10]([N:12]2[CH2:17][CH2:16][O:15][CH2:14][CH2:13]2)[C:9]2[C:4](=[CH:5][CH:6]=[CH:7][CH:8]=2)[C:3]1=[O:18].[O:19]1[CH2:23][CH2:22][CH:21]([CH2:24][C:25](O)=[O:26])[CH2:20]1>>[N:12]1([C:10]2[C:9]3[C:4](=[CH:5][CH:6]=[CH:7][CH:8]=3)[C:3](=[O:18])[N:2]([NH:1][C:25](=[O:26])[CH2:24][CH:21]3[CH2:22][CH2:23][O:19][CH2:20]3)[N:11]=2)[CH2:17][CH2:16][O:15][CH2:14][CH2:13]1. Procedure: The product from Example 1B and 2-(tetrahydrofuran-3-yl)acetic acid were processed using a method similar to that described in Example 10C to afford the title compound. 1H NMR (500 MHz, CDCl3) δ ppm 8.44-8.46 (m, 1H), 8.27-8.29 (bs, 1H), 7.89-7.94 (m, 1H), 7.80-7.86 (m, 1H), 7.74-7.79 (m, 1H), 3.91-3.98 (m, 6H), 3.70-3.82 (m, 1H), 3.57-3.61 (m, 1H), 3.21-3.23 (m, 4H), 2.77-2.81 (m, 1H), 2.51-2.54 (m, 2H), 2.15-2.30 (m, 1H), 1.68-1.78 (m, 1H); MS (APCI+) M/Z 359 (M+H)+. The reactants are ClC=1C(=NC=CC1N(C)CCCl)C1=NC2=C(N1SC)C=CC=C2 (2-{3-Chloro-4-[N-(2-chloroethyl)-N-methylamino]-2-pyridyl}-methylthio-1H-benzimidazole), C(C)NCC1=CC=CC=C1 (N-ethylbenzylamine). The product is Cl.Cl.Cl.ClC=1C(=NC=CC1N(C)CCN(CC)CC1=CC=CC=C1)C1=NC2=C(N1SC)C=CC=C2 (2-{3-Chloro-4-{N-[2-(N-benzyl-N-ethylamino)ethyl]-N-methylamino}-2-pyridyl)-methylthio-1H-benzimidazole trihydrochloride). As a reaction SMILES: [Cl:1][C:2]1[C:3]([C:13]2[N:17]([S:18][CH3:19])[C:16]3[CH:20]=[CH:21][CH:22]=[CH:23][C:15]=3[N:14]=2)=[N:4][CH:5]=[CH:6][C:7]=1[N:8]([CH2:10][CH2:11]Cl)[CH3:9].[CH2:24]([NH:26][CH2:27][C:28]1[CH:33]=[CH:32][CH:31]=[CH:30][CH:29]=1)[CH3:25]>>[ClH:1].[ClH:1].[ClH:1].[Cl:1][C:2]1[C:3]([C:13]2[N:17]([S:18][CH3:19])[C:16]3[CH:20]=[CH:21][CH:22]=[CH:23][C:15]=3[N:14]=2)=[N:4][CH:5]=[CH:6][C:7]=1[N:8]([CH2:10][CH2:11][N:26]([CH2:27][C:28]1[CH:33]=[CH:32][CH:31]=[CH:30][CH:29]=1)[CH2:24][CH3:25])[CH3:9] |f:2.3.4.5|. Reported procedure: 2-{3-Chloro-4-[N-(2-chloroethyl)-N-methylamino]-2-pyridyl}-methylthio-1H-benzimidazole (500 mg/1.24 mmol) are heated in N-ethylbenzylamine (15 ml) at 140° C. for 4.5 h. Then the excess N-ethylbenzylamine is removed by distillation under high vacuum, and the residue is chromatographed on silica gel (dichloromethane/methanol 97/3 mixture which contains 1 ml of conc. NH3 ×aq./l). The collected pure fractions are concentrated together in vacuo and dissolved in a little methanol, and saturated ethere... The reactants are [H-].[Al+3].[Li+].[H-].[H-].[H-] (lithium aluminum hydride), ClC=1C=C2C(=NNC2=CC1)N1CCN(CC1)C#N (4-(5-chloro-1H-indazol-3-yl)-1-piperazinecarbonitrile), [H-].[Al+3].[Li+].[H-].[H-].[H-] (lithium aluminum hydride). Run in C1CCOC1 (THF), C1CCOC1 (THF). Conditions: time 3 hour. The product is ClC=1C=C2C(=NNC2=CC1)N1CCNCC1 (5-Chloro-3-(1-piperazinyl)-1H-indazole). RXN SMILES: [Cl:1][C:2]1[CH:3]=[C:4]2[C:8](=[CH:9][CH:10]=1)[NH:7][N:6]=[C:5]2[N:11]1[CH2:16][CH2:15][N:14](C#N)[CH2:13][CH2:12]1.[H-].[Al+3].[Li+].[H-].[H-].[H-]>C1COCC1>[Cl:1][C:2]1[CH:3]=[C:4]2[C:8](=[CH:9][CH:10]=1)[NH:7][N:6]=[C:5]2[N:11]1[CH2:16][CH2:15][NH:14][CH2:13][CH2:12]1 |f:1.2.3.4.5.6|. Reported procedure: To a stirred solution of 4-(5-chloro-1H-indazol-3-yl)-1-piperazinecarbonitrile of Example 36a in THF (175 ml) under N2 was added, dropwise, lithium aluminum hydride (20 ml, 0.02 mol of a 1M lithium aluminum hydride solution in THF). After total addition, the reaction was heated to reflux and stirred for 3 hours. The reaction was cooled in an ice bath and the excess lithium aluminum hydride was destroyed by the dropwise addition of H2O (15 ml). This was filtered through a coarse sintered glass fu... The reactants are C(C)(C)(C)OC(=O)N1[C@@H](CC(C1)=NOCC1=CC(=C(C=C1)Cl)Cl)C(=O)O ((2S,4EZ)-1-(tert-butoxycarbonyl)-4-{[(3,4-dichlorobenzyl)oxy]imino}-2-pyrrolidinecarboxylic acid), C(C1=CC=CC=C1)(=O)Cl (benzoyl chloride), N1=CC=CC2=CC(=CC=C12)N (6-quinolinamine). Product: C(C1=CC=CC=C1)(=O)N1[C@@H](CC(C1)=NOCC1=CC(=C(C=C1)Cl)Cl)C(=O)NC=1C=C2C=CC=NC2=CC1 ((2S,4EZ)-1-benzoyl-4-{[(3,4-dichlorobenzyl)oxy]imino}-N-(6-quinolinyl)-2-pyrrolidinecarboxamide). Reaction SMILES: C(O[C:6]([N:8]1[CH2:12][C:11](=[N:13][O:14][CH2:15][C:16]2[CH:21]=[CH:20][C:19]([Cl:22])=[C:18]([Cl:23])[CH:17]=2)[CH2:10][C@H:9]1[C:24]([OH:26])=O)=[O:7])(C)(C)C.C(Cl)(=O)[C:28]1[CH:33]=[CH:32][CH:31]=[CH:30][CH:29]=1.[N:36]1[C:45]2[C:40](=[CH:41][C:42]([NH2:46])=[CH:43][CH:44]=2)[CH:39]=[CH:38][CH:37]=1>>[C:6]([N:8]1[CH2:12][C:11](=[N:13][O:14][CH2:15][C:16]2[CH:21]=[CH:20][C:19]([Cl:22])=[C:18]([Cl:23])[CH:17]=2)[CH2:10][C@H:9]1[C:24]([NH:46][C:42]1[CH:41]=[C:40]2[C:45](=[CH:44][CH:43]=1)[N:36]=[CH:37][CH:38]=[CH:39]2)=[O:26])(=[O:7])[C:28]1[CH:33]=[CH:32][CH:31]=[CH:30][CH:29]=1. Procedure details: Following the general method as outlined in Example 22, starting from (2S,4EZ)-1-(tert-butoxycarbonyl)-4-{[(3,4-dichlorobenzyl)oxy]imino}-2-pyrrolidinecarboxylic acid, benzoyl chloride, and 6-quinolinamine the title compound was obtained in 67% purity by LC/MS. MS(ESI+): m/z=533.6.